From a dataset of the Open Reaction Database (ORD), a public repository of structured organic reaction records. describe an organic reaction: reactants, conditions, products, and yield Yields the product ClC1=CC=C(CN(C(=S)NC2=CC=CC=C2)C(C)CC)C=C1 (N-(4-chlorobenzyl)-N-sec.-butyl-N'-phenylthiourea). Procedure: 20 g of N-(4-chlorobenzyl)-N-sec.-butylamine were dissolved in 500 ml of ether. To the resulting solution, a solution of 14 g of phenyl isothiocyanate in 50 ml of ether was added dropwise, under cooling and stirring. After the dropwise addition, the temperature of the solution was gradually raised, and the solution was then stirred at room temperature for about 10 hours. The crystals which had been formed were separated by filtration. After recrystallization with a solvent mixture of hexane and ... The yield is 89.1%. The reactants are ClC1=CC=C(CNC(C)CC)C=C1 (N-(4-chlorobenzyl)-N-sec.-butylamine), C1(=CC=CC=C1)N=C=S (phenyl isothiocyanate). Run in CCOCC (ether), CCOCC (ether). Reaction SMILES: [Cl:1][C:2]1[CH:13]=[CH:12][C:5]([CH2:6][NH:7][CH:8]([CH2:10][CH3:11])[CH3:9])=[CH:4][CH:3]=1.[C:14]1([N:20]=[C:21]=[S:22])[CH:19]=[CH:18][CH:17]=[CH:16][CH:15]=1>CCOCC>[Cl:1][C:2]1[CH:3]=[CH:4][C:5]([CH2:6][N:7]([CH:8]([CH2:10][CH3:11])[CH3:9])[C:21]([NH:20][C:14]2[CH:19]=[CH:18][CH:17]=[CH:16][CH:15]=2)=[S:22])=[CH:12][CH:13]=1. Reactants: Nc1ncc(Br)cc1OCc1c(Cl)cccc1Cl, OB(O)c1ccc2[nH]ccc2c1. Product: Nc1ncc(-c2ccc3[nH]ccc3c2)cc1OCc1c(Cl)cccc1Cl. As a reaction SMILES: [Br:1][c:2]1[cH:3][c:4]([O:9][CH2:10][c:11]2[c:12]([Cl:18])[cH:13][cH:14][cH:15][c:16]2[Cl:17])[c:5]([NH2:8])[n:6][cH:7]1.[nH:19]1[cH:20][cH:21][c:22]2[cH:23][c:24]([B:28]([OH:29])[OH:30])[cH:25][cH:26][c:27]12>>[c:2]1(-[c:24]2[cH:23][c:22]3[cH:21][cH:20][nH:19][c:27]3[cH:26][cH:25]2)[cH:3][c:4]([O:9][CH2:10][c:11]2[c:12]([Cl:18])[cH:13][cH:14][cH:15][c:16]2[Cl:17])[c:5]([NH2:8])[n:6][cH:7]1.